Dataset: the Open Reaction Database (ORD), a public repository of structured organic reaction records. Task: describe an organic reaction: reactants, conditions, products, and yield Reactants: O (Water), N1C(=CC=C1)C(=O)OC (Methyl 1H-pyrrole-2-carboxylate), ClC1=CC=C(C=C1)CCl (1-chloro-4-(chloromethyl)benzene), C(=O)([O-])[O-].[K+].[K+] (K2CO3). The solvent is CN(C)C=O (DMF). Reaction conditions: temperature 60 celsius, time 36 hour. Product: ClC1=CC=C(CN2C(=CC=C2)C(=O)OC)C=C1 (Methyl 1-(4-chlorobenzyl)-1H-pyrrole-2-carboxylate). Isolated yield 86.5%. As a reaction SMILES: [NH:1]1[CH:5]=[CH:4][CH:3]=[C:2]1[C:6]([O:8][CH3:9])=[O:7].C([O-])([O-])=O.[K+].[K+].[Cl:16][C:17]1[CH:22]=[CH:21][C:20]([CH2:23]Cl)=[CH:19][CH:18]=1.O>CN(C=O)C>[Cl:16][C:17]1[CH:22]=[CH:21][C:20]([CH2:23][N:1]2[CH:5]=[CH:4][CH:3]=[C:2]2[C:6]([O:8][CH3:9])=[O:7])=[CH:19][CH:18]=1 |f:1.2.3|. Reported procedure: Methyl 1H-pyrrole-2-carboxylate (330 mg, 2.64 mmol) was dissolved in anhydrous DMF (8 mL). Solid K2CO3 (547 mg, 3.96 mmol) was added, followed by the addition of 1-chloro-4-(chloromethyl)benzene (638 mg, 3.96 mmol). The reaction was permitted to stir at 60° C. for 36 h, at which time the reaction was allowed to cool to rt. Water was added and the resulting precipitate was isolated over a filter, and dried under high vacuum overnight to give 570 mg of the title compound. Starting materials: BrC=1C(=CC2=C(N=C(S2)N)C1)OC (5-bromo-6-methoxybenzo[d]thiazol-2-amine), C(C)N=C=O (ethylisocyanate). The solvent is O1CCOCC1 (1,4-dioxane), O1CCOCC1 (1,4-dioxane). Conditions: temperature 90 celsius, time 2 hour. The product is BrC=1C(=CC2=C(N=C(S2)NC(=O)NCC)C1)OC (1-(5-bromo-6-methoxybenzo[d]thiazol-2-yl)-3-ethylurea). Reaction SMILES: [Br:1][C:2]1[C:3]([O:12][CH3:13])=[CH:4][C:5]2[S:9][C:8]([NH2:10])=[N:7][C:6]=2[CH:11]=1.[CH2:14]([N:16]=[C:17]=[O:18])[CH3:15]>O1CCOCC1>[Br:1][C:2]1[C:3]([O:12][CH3:13])=[CH:4][C:5]2[S:9][C:8]([NH:10][C:17]([NH:16][CH2:14][CH3:15])=[O:18])=[N:7][C:6]=2[CH:11]=1. Reported procedure: To a solution of 5-bromo-6-methoxybenzo[d]thiazol-2-amine V (2.0 g, 7.72 mmol) in 1,4-dioxane (20.0 mL) was added ethylisocyanate (3.0 mL, 38.60 mmol) and heated the resulting reaction mixture to 80° C. for 16 h. After the completion of the reaction (TLC monitoring), 1,4-dioxane was distilled off followed by co-distillation with n-hexane (2 times). The residue was then stirred with water at 90° C. for 2 h followed by filtration to obtain the desired product that was further washed with hot water...